Dataset: the Open Reaction Database (ORD), a public repository of structured organic reaction records. Task: describe an organic reaction: reactants, conditions, products, and yield Product: ClC=1C=C2N=C(C(=NC2=CC1)OC)NC(=O)N1CCN(CC1)C1=C(C=CC=C1)F (1-[(6-Chloro-2-methoxyquinoxalin-3-yl)aminocarbonyl]-4-(2-fluorophenyl)piperazine). Reactants: ClC=1C=C2N=C(C(=NC2=CC1)OC)NC(OCC)=O (Ethyl N-(6-chloro-2-methoxyquinoxalin-3-yl)carbamate), FC1=C(C=CC=C1)N1CCNCC1 (1-(2-fluorophenyl)piperazine). RXN SMILES: [Cl:1][C:2]1[CH:3]=[C:4]2[C:9](=[CH:10][CH:11]=1)[N:8]=[C:7]([O:12][CH3:13])[C:6]([NH:14][C:15](=[O:19])OCC)=[N:5]2.[F:20][C:21]1[CH:26]=[CH:25][CH:24]=[CH:23][C:22]=1[N:27]1[CH2:32][CH2:31][NH:30][CH2:29][CH2:28]1>>[Cl:1][C:2]1[CH:3]=[C:4]2[C:9](=[CH:10][CH:11]=1)[N:8]=[C:7]([O:12][CH3:13])[C:6]([NH:14][C:15]([N:30]1[CH2:29][CH2:28][N:27]([C:22]3[CH:23]=[CH:24][CH:25]=[CH:26][C:21]=3[F:20])[CH2:32][CH2:31]1)=[O:19])=[N:5]2. Reported procedure: Ethyl N-(6-chloro-2-methoxyquinoxalin-3-yl)carbamate and 1-(2-fluorophenyl)piperazine were reacted by the same way with the example 22 to obtain the titled compound (yield, 80%). 1H NMR (300 MHz, CDCl3): δ 3.12-3.21 (m, 4H), 3.77-3.84 (m, 3H), 4.11-4.15 (m, 4H), 6.95-7.10 (m, 4H), 7.20-7.45 (m, 3H), 7.65-7.82 (m, 1H). Isolated yield 80.0%. The reactants are COC(C(C(=O)O)NC(=O)OC)(C)C (3-Methoxy-2-methoxycarbonylamino-3-methyl-butyric acid), NC(C(=O)O)CCC#N (2-Amino-4-cyano-butyric acid). The product is C(#N)CCC(C(=O)O)NC(=O)OC (4-Cyano-2-methoxycarbonylamino-butyric acid). As a reaction SMILES: CO[C:3]([CH3:14])(C)[CH:4]([NH:8][C:9]([O:11][CH3:12])=[O:10])[C:5]([OH:7])=[O:6].[NH2:15][CH:16](CCC#N)C(O)=O>>[C:16]([CH2:14][CH2:3][CH:4]([NH:8][C:9]([O:11][CH3:12])=[O:10])[C:5]([OH:7])=[O:6])#[N:15]. Reported procedure: This compound was prepared using the procedure used to prepare 3-Methoxy-2-methoxycarbonylamino-3-methyl-butyric acid using 2-Amino-4-cyano-butyric acid. Reactants: NC1=CC=C(C=C1)SCC(=O)NCC(=O)N(C)C=1C(=C(COC=2C=CC=C3C=CC(=NC23)C)C(=CC1)Cl)Cl (8-[3-[N-[2-(4-aminophenylthio)-acetylglycyl]-N-methylamino]-2,6-dichlorobenzyloxy]-2-methylquinoline), C(C)(=O)OC(C)=O (acetic anhydride). Solvent: ClCCl (dichloromethane). Reaction conditions: time 4 hour. The product is C(C)(=O)NC1=CC=C(C=C1)SCC(=O)NCC(=O)N(C)C=1C(=C(COC=2C=CC=C3C=CC(=NC23)C)C(=CC1)Cl)Cl (8-[3-[N-[2-(4-acetamidophenylthio)acetylglycyl]-N-methylamino)-2,6-dichlorobenzyloxy]-2-methylquinoline). Yield: 49.9%. Reaction SMILES: [NH2:1][C:2]1[CH:7]=[CH:6][C:5]([S:8][CH2:9][C:10]([NH:12][CH2:13][C:14]([N:16]([C:18]2[C:19]([Cl:38])=[C:20]([C:34]([Cl:37])=[CH:35][CH:36]=2)[CH2:21][O:22][C:23]2[CH:24]=[CH:25][CH:26]=[C:27]3[C:32]=2[N:31]=[C:30]([CH3:33])[CH:29]=[CH:28]3)[CH3:17])=[O:15])=[O:11])=[CH:4][CH:3]=1.[C:39](OC(=O)C)(=[O:41])[CH3:40]>ClCCl>[C:39]([NH:1][C:2]1[CH:7]=[CH:6][C:5]([S:8][CH2:9][C:10]([NH:12][CH2:13][C:14]([N:16]([C:18]2[C:19]([Cl:38])=[C:20]([C:34]([Cl:37])=[CH:35][CH:36]=2)[CH2:21][O:22][C:23]2[CH:24]=[CH:25][CH:26]=[C:27]3[C:32]=2[N:31]=[C:30]([CH3:33])[CH:29]=[CH:28]3)[CH3:17])=[O:15])=[O:11])=[CH:4][CH:3]=1)(=[O:41])[CH3:40]. Reported procedure: A mixture of 8-[3-[N-[2-(4-aminophenylthio)-acetylglycyl]-N-methylamino]-2,6-dichlorobenzyloxy]-2-methylquinoline (56 mg) triethylamine (15 mg), and acetic anhydride (15 mg) in dichloromethane (2 ml) was stirred for 4 hours at ambient temperature. The resulting precipitates were collected by filtration to give 8-[3-[N-[2-(4-acetamidophenylthio)acetylglycyl]-N-methylamino)-2,6-dichlorobenzyloxy]-2-methylquinoline (30 mg) as a colorless crystal. Reactants: {6-[2-(2,6-dichlorophenyl)-7-methyl-2H-pyrazolo[4,3-c]pyridin-4-ylamino]-pyrimidin-4-yl}-bis-carbamic acid tert-butyl ester, C(C)(C)(C)OC(NC1=NC=NC(=C1)NC1=NC=C(C=2C1=CN(N2)C2=C(C=CC=C2Cl)Cl)C)=O ({6-[2-(2,6-dichlorophenyl)-7-methyl-2H-pyrazolo[4,3-c]pyridin-4-ylamino]-pyrimidin-4-yl}-carbamic acid tert-butyl ester), C(=O)(C(F)(F)F)O (TFA). The solvent is C(Cl)Cl (DCM). Product: ClC1=C(C(=CC=C1)Cl)N1N=C2C(C(=NC=C2C)NC2=NC=NC(=C2)N)=C1 (N-[2-(2,6-Dichlorophenyl)-7-methyl-2H-pyrazolo[4,3-c]pyridin-4-yl]-pyrimidine-4,6-diamine). Reaction SMILES: C(O)(C(F)(F)F)=O.C(OC(=O)[NH:14][C:15]1[CH:20]=[C:19]([NH:21][C:22]2[C:27]3=[CH:28][N:29]([C:31]4[C:36]([Cl:37])=[CH:35][CH:34]=[CH:33][C:32]=4[Cl:38])[N:30]=[C:26]3[C:25]([CH3:39])=[CH:24][N:23]=2)[N:18]=[CH:17][N:16]=1)(C)(C)C>C(Cl)Cl>[Cl:38][C:32]1[CH:33]=[CH:34][CH:35]=[C:36]([Cl:37])[C:31]=1[N:29]1[CH:28]=[C:27]2[C:22]([NH:21][C:19]3[CH:20]=[C:15]([NH2:14])[N:16]=[CH:17][N:18]=3)=[N:23][CH:24]=[C:25]([CH3:39])[C:26]2=[N:30]1. Procedure details: TFA (1.5 mL) was slowly added to the crude mixture of {6-[2-(2,6-dichlorophenyl)-7-methyl-2H-pyrazolo[4,3-c]pyridin-4-ylamino]-pyrimidin-4-yl}-bis-carbamic acid tert-butyl ester and {6-[2-(2,6-dichlorophenyl)-7-methyl-2H-pyrazolo[4,3-c]pyridin-4-ylamino]-pyrimidin-4-yl}-carbamic acid tert-butyl ester in DCM (1.5 mL) at 0° C., under an atmosphere of nitrogen. The reaction mixture was stirred with warming to room temperature over 2 hours. The resultant mixture was concentrated under reduced pressu... Starting materials: CC(=O)c1ccccn1, CC(=O)O, CO, NNc1nc2ccccc2[nH]1. Reaction SMILES: [C:1]([CH3:2])(=[O:3])[c:4]1[n:5][cH:6][cH:7][cH:8][cH:9]1.[CH3:21][C:22](=[O:23])[OH:24].[CH3:25][OH:26].[NH:10]([NH2:11])[c:12]1[nH:13][c:14]2[c:15]([n:16]1)[cH:17][cH:18][cH:19][cH:20]2>>[C:1]([CH3:2])([c:4]1[n:5][cH:6][cH:7][cH:8][cH:9]1)=[N:11][NH:10][c:12]1[nH:13][c:14]2[c:15]([n:16]1)[cH:17][cH:18][cH:19][cH:20]2. The product is CC(=NNc1nc2ccccc2[nH]1)c1ccccn1. The reactants are COC(=O)c1cc2c(CCC3CO3)cc(OC)cc2[nH]1, CCO, CCN(C(C)C)C(C)C, ClCCl, C1=CCC2CNC(C1)CN2c1ccc2ccccc2c1. The product is COC(=O)c1cc2c(CCC(O)CN3CC4CC=CCC3CN4c3ccc4ccccc4c3)cc(OC)cc2[nH]1. RXN SMILES: [CH3:1][O:2][C:3](=[O:4])[c:5]1[nH:6][c:7]2[cH:8][c:9]([O:19][CH3:20])[cH:10][c:11]([CH2:14][CH2:15][CH:16]3[O:17][CH2:18]3)[c:12]2[cH:13]1.[CH3:50][CH2:51][OH:52].[CH:41]([N:42]([CH2:43][CH3:44])[CH:45]([CH3:46])[CH3:47])([CH3:48])[CH3:49].[Cl:53][CH2:54][Cl:55].[cH:21]1[c:22]([N:31]2[CH:32]3[CH2:33][CH:34]=[CH:35][CH2:36][CH:37]([CH2:38]2)[NH:39][CH2:40]3)[cH:23][cH:24][c:25]2[cH:26][cH:27][cH:28][cH:29][c:30]12>>[CH3:1][O:2][C:3](=[O:4])[c:5]1[nH:6][c:7]2[cH:8][c:9]([O:19][CH3:20])[cH:10][c:11]([CH2:14][CH2:15][CH:16]([OH:17])[CH2:18][N:39]3[CH:37]4[CH2:36][CH:35]=[CH:34][CH2:33][CH:32]([N:31]([c:22]5[cH:21][c:30]6[c:25]([cH:24][cH:23]5)[cH:26][cH:27][cH:28][cH:29]6)[CH2:38]4)[CH2:40]3)[c:12]2[cH:13]1.